describe an organic reaction: reactants, conditions, products, and yield From a dataset of the Open Reaction Database (ORD), a public repository of structured organic reaction records. Starting materials: Fc1ccc(Br)nc1, O=C([O-])O, CC#N, Cl, [Cu]I, [Na+]. Reaction SMILES: [Br:1][c:2]1[n:3][cH:4][c:5]([F:8])[cH:6][cH:7]1.[C:10]([OH:11])([O-:12])=[O:13].[CH3:15][C:16]#[N:17].[ClH:9].[Cu:18][I:19].[Na+:14]>>[c:2]1([C:10](=[O:13])[CH3:15])[n:3][cH:4][c:5]([F:8])[cH:6][cH:7]1. Yields the product CC(=O)c1ccc(F)cn1.